describe an organic reaction: reactants, conditions, products, and yield From a dataset of the Open Reaction Database (ORD), a public repository of structured organic reaction records. Reactants: ClC=1OC2=C(N1)C=CC=C2 (2-chlorobenzoxazole), Ice water, [H-].[Na+] (Sodium hydride), OCC1(CN2C(O1)=NC(=C2)[N+](=O)[O-])C (2-hydroxymethyl-2-methyl-6-nitro-2,3-dihydroimidazo[2,1-b]oxazole). Run in CN(C)C=O (DMF), CN(C)C=O (DMF). Run at temperature 0 celsius, time 30 minute. The product is CC1(CN2C(O1)=NC(=C2)[N+](=O)[O-])COC=2OC1=C(N2)C=CC=C1 (2-(2-methyl-6-nitro-2,3-dihydroimidazo[2,1-b]oxazol-2-ylmethoxy)benzoxazole). The yield is 39.5%. RXN SMILES: [H-].[Na+].[OH:3][CH2:4][C:5]1([CH3:16])[O:9][C:8]2=[N:10][C:11]([N+:13]([O-:15])=[O:14])=[CH:12][N:7]2[CH2:6]1.Cl[C:18]1[O:19][C:20]2[CH:26]=[CH:25][CH:24]=[CH:23][C:21]=2[N:22]=1>CN(C=O)C>[CH3:16][C:5]1([CH2:4][O:3][C:18]2[O:19][C:20]3[CH:26]=[CH:25][CH:24]=[CH:23][C:21]=3[N:22]=2)[O:9][C:8]2=[N:10][C:11]([N+:13]([O-:15])=[O:14])=[CH:12][N:7]2[CH2:6]1 |f:0.1|. Reported procedure: Sodium hydride (77 mg, 1.9 mmol) was added to a solution of 2-hydroxymethyl-2-methyl-6-nitro-2,3-dihydroimidazo[2,1-b]oxazole prepared in Example 33 (0.32 g, 1.6 mmol) in DMF (3 ml) with cooling on ice-bath followed by stirring at 0° C. for 30 minutes. To the reaction mixture, 2-chlorobenzoxazole (0.30 g, 1.9 mmol) in DMF (3 ml) was added with cooling on ice-bath followed by stirring at room temperature for 44 hours. Ice-water was added to the reaction mixture, and the resulting mixture was extr... The reactants are [Al+3], C1CCOC1, NC(=O)Cc1ccc(F)cc1Cl, [H-], [H-], [H-], [H-], [Li+]. The product is NCCc1ccc(F)cc1Cl. As a reaction SMILES: [Al+3:14].[CH2:19]1[O:20][CH2:21][CH2:22][CH2:23]1.[Cl:1][c:2]1[c:3]([CH2:9][C:10](=[O:11])[NH2:12])[cH:4][cH:5][c:6]([F:8])[cH:7]1.[H-:13].[H-:16].[H-:17].[H-:18].[Li+:15]>>[Cl:1][c:2]1[c:3]([CH2:9][CH2:10][NH2:12])[cH:4][cH:5][c:6]([F:8])[cH:7]1. The reactants are CC(C)(C)OC(=O)NC(Cc1c[nH]cn1)C(=O)O, ClCCl. Product: NC(Cc1c[nH]cn1)C(=O)O. As a reaction SMILES: [C:1]([O:2][C:3]([CH3:4])([CH3:5])[CH3:6])(=[O:7])[NH:8][CH:9]([CH2:10][c:11]1[cH:12][nH:13][cH:14][n:15]1)[C:16](=[O:17])[OH:18].[CH2:19]([Cl:20])[Cl:21]>>[NH2:8][CH:9]([CH2:10][c:11]1[cH:12][nH:13][cH:14][n:15]1)[C:16](=[O:17])[OH:18].